This data is from the Open Reaction Database (ORD), a public repository of structured organic reaction records. The task is: describe an organic reaction: reactants, conditions, products, and yield Reactants: COC=1C=C(C=CC1OC)C#CC1=NC=2NC(N(C(C2N1C)=O)CC#C)=O (8-[(3,4-dimethoxyphenyl)ethynyl]-7-methyl-1-prop-2-ynyl-3,7-dihydro-1H-purine-2,6-dione), COC=1C=C(C=CC1OC)C#CC1=NC=2N(C(N(C(C2N1C)=O)CC#C)=O)C (8-[(3,4-dimethoxyphenyl)ethynyl]-3,7-dimethyl-1-prop-2-ynyl-3,7-dihydro-1H-purine-2,6-dione), C([O-])([O-])=O.[K+].[K+] (potassium carbonate), C(C(C)(C)C)(=O)OCCl (chloromethyl pivalate). The solvent is CN(C)C=O (DMF). Run at time 3 hour. Yields the product C(C(C)(C)C)(=O)OCN1C(N(C(C=2N(C(=NC12)C#CC1=CC(=C(C=C1)OC)OC)C)=O)CC#C)=O ({8-[(3,4-dimethoxyphenyl)ethynyl]-7-methyl-2,6-dioxo-1-prop-2-ynyl-1,2,6,7-tetrahydro-3H-purin-3-yl}methyl pivalate). The yield is 79.4%. Reaction SMILES: [CH3:1][O:2][C:3]1[CH:4]=[C:5]([C:11]#[C:12][C:13]2[N:21]([CH3:22])[C:20]3[C:19](=[O:23])[N:18]([CH2:24][C:25]#[CH:26])[C:17](=[O:27])[NH:16][C:15]=3[N:14]=2)[CH:6]=[CH:7][C:8]=1[O:9][CH3:10].COC1C=C(C#CC2N(C)C3C(=O)N(CC#C)C(=O)N(C)C=3N=2)C=CC=1OC.C(=O)([O-])[O-].[K+].[K+].[C:62]([O:68][CH2:69]Cl)(=[O:67])[C:63]([CH3:66])([CH3:65])[CH3:64]>CN(C=O)C>[C:62]([O:68][CH2:69][N:16]1[C:15]2[N:14]=[C:13]([C:12]#[C:11][C:5]3[CH:6]=[CH:7][C:8]([O:9][CH3:10])=[C:3]([O:2][CH3:1])[CH:4]=3)[N:21]([CH3:22])[C:20]=2[C:19](=[O:23])[N:18]([CH2:24][C:25]#[CH:26])[C:17]1=[O:27])(=[O:67])[C:63]([CH3:66])([CH3:65])[CH3:64] |f:2.3.4|. Reported procedure: The crude 8-[(3,4-dimethoxyphenyl)ethynyl]-7-methyl-1-prop-2-ynyl-3,7-dihydro-1H-purine-2,6-dione (ca. 452 mg, 1.24 mmol), contaminated with the starting material and with the dimethylated derivative (8-[(3,4-dimethoxyphenyl)ethynyl]-3,7-dimethyl-1-prop-2-ynyl-3,7-dihydro-1H-purine-2,6-dione), was suspended in dry DMF (7 mL). Subsequently dry potassium carbonate (514 mg, 3.72 mmol) and chloromethyl pivalate (654 mg, 4.34 mmol) was added. The mixture was stirred at room temperature for 3 h (TLC-c... Starting materials: ClCCl, O=C(Cl)c1ccc(C(F)(F)F)cc1, COc1cc(-c2nn(C3CCN(C)CC3)c3ncnc(N)c23)ccc1N, c1ccncc1. The product is COc1cc(-c2nn(C3CCN(C)CC3)c3ncnc(N)c23)ccc1NC(=O)c1ccc(C(F)(F)F)cc1. As a reaction SMILES: [Cl:40][CH2:41][Cl:42].[F:1][C:2]([c:3]1[cH:4][cH:5][c:6]([C:9](=[O:10])[Cl:11])[cH:7][cH:8]1)([F:12])[F:13].[NH2:14][c:15]1[c:16]([O:38][CH3:39])[cH:17][c:18](-[c:21]2[n:22][n:23]([CH:31]3[CH2:32][CH2:33][N:34]([CH3:37])[CH2:35][CH2:36]3)[c:24]3[n:25][cH:26][n:27][c:28]([NH2:30])[c:29]23)[cH:19][cH:20]1.[cH:43]1[cH:44][cH:45][n:46][cH:47][cH:48]1>>[F:1][C:2]([c:3]1[cH:4][cH:5][c:6]([C:9](=[O:10])[NH:14][c:15]2[c:16]([O:38][CH3:39])[cH:17][c:18](-[c:21]3[n:22][n:23]([CH:31]4[CH2:32][CH2:33][N:34]([CH3:37])[CH2:35][CH2:36]4)[c:24]4[n:25][cH:26][n:27][c:28]([NH2:30])[c:29]34)[cH:19][cH:20]2)[cH:7][cH:8]1)([F:12])[F:13]. The reactants are C1=CC=CC=2C3=CC=CC=C3C(C(C12)=O)=O (9,10-phenanthrenequinone), crystals, C1=CC=CC=2C3=CC=CC=C3C(C(C12)=O)=O (9,10-phenanthrenequinone), N(N)C1=NC(=CN=C1C)C (2-hydrazino-3,6-dimethylpyrazine). The solvent is C(C)(=O)O (acetic acid). Run at temperature 90 celsius. Yields the product CC=1C(=NC(=CN1)C)N=NC1=C(C2=CC=CC=C2C=2C=CC=CC12)O (10-(3,6-dimethyl-2-pyrazinylazo)-9-phenanthrol). Reaction SMILES: [CH:1]1[C:14]2[C:13](=O)[C:12](=[O:16])[C:11]3[C:6](=[CH:7][CH:8]=[CH:9][CH:10]=3)[C:5]=2[CH:4]=[CH:3][CH:2]=1.[NH:17]([C:19]1[C:24]([CH3:25])=[N:23][CH:22]=[C:21]([CH3:26])[N:20]=1)[NH2:18]>C(O)(=O)C>[CH3:25][C:24]1[C:19]([N:17]=[N:18][C:13]2[C:14]3[CH:1]=[CH:2][CH:3]=[CH:4][C:5]=3[C:6]3[C:11](=[CH:10][CH:9]=[CH:8][CH:7]=3)[C:12]=2[OH:16])=[N:20][C:21]([CH3:26])=[CH:22][N:23]=1. Procedure: Next, a reaction flask was loaded with acetic acid (80 ml) and 9,10-phenanthrenequinone (4.0 g), and heated up to 90° C. with stirring to dissolve 9,10-phenanthrenequinone. To the resultant, the crystals of 2-hydrazino-3,6-dimethylpyrazine (2.7 g) was added in 20 minutes. After stirring at 90 to 100° C. for two hours, the reaction mixture was cooled and filtrated. An aqueous solution of sodium hydroxide was added to the filtrate with stirring so that crystals precipitated. The crystals were filt... Starting materials: C(CC(=O)C)(=O)OCC[Si](C)(C)C (2-trimethylsilylethyl acetoacetate), [N+](=O)([O-])C=1C=C(C=O)C=CC1 (3-nitrobenzaldehyde), N (ammonia). Solvent: C(C)O (ethanol). The product is C[Si](CCOC(=O)C1=C(NC(=C(C1C1=CC(=CC=C1)[N+](=O)[O-])C(=O)OCC[Si](C)(C)C)C)C)(C)C (2,6-Dimethyl-4-(3-nitrophenyl)-1,4-dihydropyridine-3,5-dicarboxylic acid bis-(2-trimethylsilyl-ethyl) ester). Reaction SMILES: [C:1]([O:7][CH2:8][CH2:9][Si:10]([CH3:13])([CH3:12])[CH3:11])(=[O:6])[CH2:2][C:3]([CH3:5])=O.[N+:14]([C:17]1[CH:18]=[C:19]([CH:22]=[CH:23][CH:24]=1)[CH:20]=O)([O-:16])=[O:15].[NH3:25]>C(O)C>[CH3:11][Si:10]([CH3:13])([CH3:12])[CH2:9][CH2:8][O:7][C:1]([C:2]1[CH:20]([C:19]2[CH:22]=[CH:23][CH:24]=[C:17]([N+:14]([O-:16])=[O:15])[CH:18]=2)[C:2]([C:1]([O:7][CH2:8][CH2:9][Si:10]([CH3:12])([CH3:11])[CH3:13])=[O:6])=[C:3]([CH3:5])[NH:25][C:3]=1[CH3:5])=[O:6]. Procedure: After boiling 5.0 g of 2-trimethylsilylethyl acetoacetate, 1.9 g of 3-nitrobenzaldehyde and 1.5 ml of concentrated ammonia in 10 ml of 96 percent strength ethanol for 20 hours, then cooling and filtering off the product, 3.5 g of pale yellow crystals of melting point 120° C. (ethanol) are obtained. Reactants: [Cl-].[NH4+] (ammonium chloride), C(#N)C1=C(C=CC=C1)C=1C(N(C=C(C1)C1=NC=CC=C1)C1=CC(=CC=C1)[N+](=O)[O-])=O (3-(2-cyanophenyl)-5-(2-pyridyl)-1-(3-nitrophenyl)-1,2-dihydropyridin-2-one). The reagents and catalysts are [Fe] (Iron). Run in CC(C)O (2-propanol), O (water). Product: C(#N)C1=C(C=CC=C1)C=1C(N(C=C(C1)C1=NC=CC=C1)C1=CC(=CC=C1)N)=O (3-(2-Cyanophenyl)-5-(2-pyridyl)-1-(3-aminophenyl)-1,2-dihydropyridin-2-one). Yield: 80.2%. As a reaction SMILES: [Cl-].[NH4+].[C:3]([C:5]1[CH:10]=[CH:9][CH:8]=[CH:7][C:6]=1[C:11]1[C:12](=[O:32])[N:13]([C:23]2[CH:28]=[CH:27][CH:26]=[C:25]([N+:29]([O-])=O)[CH:24]=2)[CH:14]=[C:15]([C:17]2[CH:22]=[CH:21][CH:20]=[CH:19][N:18]=2)[CH:16]=1)#[N:4]>CC(O)C.O.[Fe]>[C:3]([C:5]1[CH:10]=[CH:9][CH:8]=[CH:7][C:6]=1[C:11]1[C:12](=[O:32])[N:13]([C:23]2[CH:28]=[CH:27][CH:26]=[C:25]([NH2:29])[CH:24]=2)[CH:14]=[C:15]([C:17]2[CH:22]=[CH:21][CH:20]=[CH:19][N:18]=2)[CH:16]=1)#[N:4] |f:0.1|. Procedure: Iron powder (180 mg) and 342 mg of ammonium chloride were added to a solution of 317 mg of 3-(2-cyanophenyl)-5-(2-pyridyl)-1-(3-nitrophenyl)-1,2-dihydropyridin-2-one in a mixture of 10 ml of 2-propanol and 5 ml of water followed by refluxing for 4 hours. The reaction mixture was concentrated, partitioned in ethyl acetate-water, the organic layer was washed with water, dried and concentrated and the residue was purified by a silica gel column chromatography (ethyl acetate/hexane system) to give 2... As a reaction SMILES: [CH3:1][O:2][C:3]([C:4]([N:5]=[C:6]=[O:7])([CH2:8][c:9]1[cH:10][cH:11][c:12]([O:15][CH3:16])[cH:13][cH:14]1)[N:17]([CH3:18])[CH2:19][CH:20]([CH2:21][OH:22])[OH:23])=[O:24].[ClH:25].[O:26]1[CH2:27][CH2:28][O:29][CH2:30][CH2:31]1.[OH2:32]>>[O:2]=[C:3]([C:4]([N:5]=[C:6]=[O:7])([CH2:8][c:9]1[cH:10][cH:11][c:12]([O:15][CH3:16])[cH:13][cH:14]1)[N:17]([CH3:18])[CH2:19][CH:20]([CH2:21][OH:22])[OH:23])[OH:24]. Product: COc1ccc(CC(N=C=O)(C(=O)O)N(C)CC(O)CO)cc1. Reactants: COC(=O)C(Cc1ccc(OC)cc1)(N=C=O)N(C)CC(O)CO, Cl, C1COCCO1, O. The reactants are CC(=O)N(Cc1cc(C(F)(F)F)cc(C(F)(F)F)c1)C1CCCN(C(=O)OC(C)C)c2cc(C)c(C)cc21, CC(=O)N(Cc1cc(C(F)(F)F)cc(C(F)(F)F)c1)C1CCCN(C(=O)OC(C)C)c2cc(F)c(Br)cc21. Yields the product CC(=O)N(Cc1cc(C(F)(F)F)cc(C(F)(F)F)c1)C1CCCN(C(=O)OC(C)C)c2cc(F)c(C)cc21. Reaction SMILES: [C:39]([N:40]([CH2:41][c:42]1[cH:43][c:44]([C:45]([F:46])([F:47])[F:48])[cH:49][c:50]([C:51]([F:52])([F:53])[F:54])[cH:55]1)[CH:56]1[CH2:57][CH2:58][CH2:59][N:60]([C:61]([O:62][CH:63]([CH3:64])[CH3:65])=[O:66])[c:67]2[cH:68][c:69]([CH3:70])[c:71]([CH3:72])[cH:73][c:74]21)(=[O:75])[CH3:76].[CH:1]([CH3:2])([CH3:3])[O:4][C:5](=[O:6])[N:7]1[c:8]2[c:9]([cH:33][c:34]([Br:38])[c:35]([F:37])[cH:36]2)[CH:10]([N:14]([CH2:15][c:16]2[cH:17][c:18]([C:26]([F:27])([F:28])[F:29])[cH:19][c:20]([C:22]([F:23])([F:24])[F:25])[cH:21]2)[C:30]([CH3:31])=[O:32])[CH2:11][CH2:12][CH2:13]1>>[CH:1]([CH3:2])([CH3:3])[O:4][C:5](=[O:6])[N:7]1[c:8]2[c:9]([cH:33][c:34]([CH3:39])[c:35]([F:37])[cH:36]2)[CH:10]([N:14]([CH2:15][c:16]2[cH:17][c:18]([C:26]([F:27])([F:28])[F:29])[cH:19][c:20]([C:22]([F:23])([F:24])[F:25])[cH:21]2)[C:30]([CH3:31])=[O:32])[CH2:11][CH2:12][CH2:13]1.